Dataset: the Open Reaction Database (ORD), a public repository of structured organic reaction records. Task: describe an organic reaction: reactants, conditions, products, and yield Reactants: C(C)OC(=O)C1=CN(C2=C(C(=C(C=C2C1=O)F)NCC(COC1CN(C1)C(=O)OCC1=CC=CC=C1)O)Cl)C1=NC(=C(C=C1F)F)N (1-(6-Amino-3,5-difluoro-pyridin-2-yl)-7-[3-(1-benzyloxycarbonyl-azetidin-3-yloxy)-2-hydroxy-propylamino-]-8-chloro-6-fluoro-4-oxo-1,4-dihydro-quinoline-3-carboxylic acid ethyl ester). Reagents/catalysts: [Pd] (Pd on carbon). Run in CO (MeOH), CO (MeOH). Reaction conditions: time 1 hour. The product is C(C)OC(=O)C1=CN(C2=C(C(=C(C=C2C1=O)F)NCC(COC1CNC1)O)Cl)C1=NC(=C(C=C1F)F)N (1-(6-Amino-3,5-difluoro-pyridin-2-yl)-7-[3-(azetidin-3-yloxy)-2-hydroxy-propylamino]-8-chloro-6-fluoro-4-oxo-1,4-dihydro-quinoline-3-carboxylic acid ethyl ester). The yield is 93.6%. As a reaction SMILES: [CH2:1]([O:3][C:4]([C:6]1[C:15](=[O:16])[C:14]2[C:9](=[C:10]([Cl:38])[C:11]([NH:18][CH2:19][CH:20]([OH:37])[CH2:21][O:22][CH:23]3[CH2:26][N:25](C(OCC4C=CC=CC=4)=O)[CH2:24]3)=[C:12]([F:17])[CH:13]=2)[N:8]([C:39]2[C:44]([F:45])=[CH:43][C:42]([F:46])=[C:41]([NH2:47])[N:40]=2)[CH:7]=1)=[O:5])[CH3:2]>CO.[Pd]>[CH2:1]([O:3][C:4]([C:6]1[C:15](=[O:16])[C:14]2[C:9](=[C:10]([Cl:38])[C:11]([NH:18][CH2:19][CH:20]([OH:37])[CH2:21][O:22][CH:23]3[CH2:26][NH:25][CH2:24]3)=[C:12]([F:17])[CH:13]=2)[N:8]([C:39]2[C:44]([F:45])=[CH:43][C:42]([F:46])=[C:41]([NH2:47])[N:40]=2)[CH:7]=1)=[O:5])[CH3:2]. Procedure details: To a slurry of 10% Pd on carbon (2.1 g) in MeOH (20 mL) was added a solution of 11 (13.7 g, 20.3 mmol) in MeOH (230 mL). The mixture was hydrogenated at 1 atm. for 1 h, filtered over Hyflo and evaporated yielding 12 as beige crystals (10.3 g, 93%). Mp. 148-152° C.; 1H NMR (300 MHz, DMSO-d6): δ 1.27 (3H, t, J=7.1 Hz), 3.27 (1H, d, J=5.0 Hz), 3.28-3.80 (10H, m), 4.19 (1H, br. s), 4.21 (2H, q, J=7.1 Hz), 5.86 (1H, s), 6.74 (2H, s), 7.84 (1H, d, J=13.8 Hz), 7.94 (1H, dd, J=9.7, 9.0 Hz), 8.43 (1H, s)... Product: COc1ccc(Oc2ccc(Cl)cc2)cc1. The reactants are Clc1ccc(Br)cc1, O=C([O-])[O-], COc1ccc(O)cc1, CN(C)CC(=O)O, Cl, [Cs+], [Cs+], C1COCCO1. Reaction SMILES: [Br:15][c:16]1[cH:17][cH:18][c:19]([Cl:22])[cH:20][cH:21]1.[C:9](=[O:10])([O-:11])[O-:12].[CH3:23][O:24][c:25]1[cH:26][cH:27][c:28]([OH:31])[cH:29][cH:30]1.[CH3:2][N:3]([CH3:4])[CH2:5][C:6]([OH:7])=[O:8].[ClH:1].[Cs+:13].[Cs+:14].[O:32]1[CH2:33][CH2:34][O:35][CH2:36][CH2:37]1>>[c:16]1([O:31][c:28]2[cH:27][cH:26][c:25]([O:24][CH3:23])[cH:30][cH:29]2)[cH:17][cH:18][c:19]([Cl:22])[cH:20][cH:21]1. Reactants: Cl.CC1=NC(=CC(=C1C(=O)OCC)OCC1=CC=C(C=C1)C1=C(C=CC=C1)C1=NN=NN1)C (ethyl 2,6-dimethyl-4-[(2'-(1H-tetrazol-5-yl)biphenyl-4-yl)methoxy]pyridine-3-carboxylate hydrochloride), Cl (hydrochloric acid). The solvent is [OH-].[Na+] (sodium hydroxide). Product: CC1=NC(=CC(=C1C(=O)O)OCC1=CC=C(C=C1)C1=C(C=CC=C1)C1=NN=NN1)C (2,6-dimethyl-4-[(2'-(1H-tetrazol-5-yl)biphenyl-4-yl)methoxy]pyridine-3-carboxylic acid). Yield: 32.4%. As a reaction SMILES: Cl.[CH3:2][C:3]1[C:8]([C:9]([O:11]CC)=[O:10])=[C:7]([O:14][CH2:15][C:16]2[CH:21]=[CH:20][C:19]([C:22]3[CH:27]=[CH:26][CH:25]=[CH:24][C:23]=3[C:28]3[NH:32][N:31]=[N:30][N:29]=3)=[CH:18][CH:17]=2)[CH:6]=[C:5]([CH3:33])[N:4]=1.Cl>[OH-].[Na+]>[CH3:2][C:3]1[C:8]([C:9]([OH:11])=[O:10])=[C:7]([O:14][CH2:15][C:16]2[CH:17]=[CH:18][C:19]([C:22]3[CH:27]=[CH:26][CH:25]=[CH:24][C:23]=3[C:28]3[NH:29][N:30]=[N:31][N:32]=3)=[CH:20][CH:21]=2)[CH:6]=[C:5]([CH3:33])[N:4]=1 |f:0.1,3.4|. Reported procedure: A solution of ethyl 2,6-dimethyl-4-[(2'-(1H-tetrazol-5-yl)biphenyl-4-yl)methoxy]pyridine-3-carboxylate hydrochloride (240 mg) in 2M aqueous sodium hydroxide (5 ml) was heated under reflux for 2 hours. The solution was cooled and acidified to pH 3 with 6M hydrochloric acid. The precipitated solid was collected by filtration and triturated with hot methanol to give 2,6-dimethyl-4-[(2'-(1H-tetrazol-5-yl)biphenyl-4-yl)methoxy]pyridine-3-carboxylic acid (67 mg), as a white powder, m.p. 237° C.; NMR (... Starting materials: C(C#C)C1NCCNCCNCCNCCNC1 (2-propargyl-1,4,7,10,13-pentaazacyclopentadecane), Example 29G, [Cl-].[Mn+2].[Cl-] (manganese(II) chloride). The solvent is CO (methanol), C(C)O (ethanol). Run at time 8 hour. Yields the product ClC1(N(CCNCCNCCNCCNC1)Cl)CC#C.[Mn+2] (Manganese(II)dichloro(2-Propargyl-1,4,7,10,13-pentaazacyclopentadecane)). Yield: 80.0%. RXN SMILES: [CH2:1]([CH:4]1[CH2:18][NH:17][CH2:16][CH2:15][NH:14][CH2:13][CH2:12][NH:11][CH2:10][CH2:9][NH:8][CH2:7][CH2:6][NH:5]1)[C:2]#[CH:3].[Cl-:19].[Mn+2:20].[Cl-:21]>CO.C(O)C>[Cl:19][C:4]1([CH2:1][C:2]#[CH:3])[CH2:18][NH:17][CH2:16][CH2:15][NH:14][CH2:13][CH2:12][NH:11][CH2:10][CH2:9][NH:8][CH2:7][CH2:6][N:5]1[Cl:21].[Mn+2:20] |f:1.2.3,6.7|. Procedure details: A solution of 2-propargyl-1,4,7,10,13-pentaazacyclopentadecane prepared as in Example 29G (310 mg, 1.22 mmol) and anhydrous manganese(II) chloride (154 mg, 1.22 mol) in methanol (50 ml) were refluxed under a dry nitrogen atmosphere for 2 h and then stirred overnight at room temperature. The solution was taken to dryness, redissolved in absolute ethanol (15 ml) and filtered through celite. Concentration and recrystallization from ethanol-ether afforded 370 mg (80% yield) of white microcrystalline... RXN SMILES: [CH3:1][C:2]1[N:3]=[C:4]([C:7]2[CH:12]=[CH:11][C:10]([OH:13])=[CH:9][CH:8]=2)[S:5][CH:6]=1.[Cl:14][C:15]1[CH:29]=[C:28]([O:30][CH2:31][CH:32]=[C:33]([Cl:35])[Cl:34])[CH:27]=[C:26]([Cl:36])[C:16]=1[O:17][CH2:18][CH2:19][CH2:20]OS(C)(=O)=O.C(=O)([O-])[O-].[K+].[K+]>CN(C)C=O>[Cl:14][C:15]1[CH:29]=[C:28]([O:30][CH2:31][CH:32]=[C:33]([Cl:35])[Cl:34])[CH:27]=[C:26]([Cl:36])[C:16]=1[O:17][CH2:18][CH2:19][CH2:20][O:13][C:10]1[CH:11]=[CH:12][C:7]([C:4]2[S:5][CH:6]=[C:2]([CH3:1])[N:3]=2)=[CH:8][CH:9]=1 |f:2.3.4|. Run in CN(C=O)C (dimethylformamide). The reactants are CC=1N=C(SC1)C1=CC=C(C=C1)O (4-(4-methyl-thiazol-2-yl)-phenol), ClC1=C(OCCCOS(=O)(=O)C)C(=CC(=C1)OCC=C(Cl)Cl)Cl (methanesulfonic acid 3-[2,6-dichloro-4-(3,3-dichloro-allyloxy)-phenoxy]-propyl ester), C([O-])([O-])=O.[K+].[K+] (potassium carbonate). Procedure: 96 mg of 4-(4-methyl-thiazol-2-yl)-phenol, 212 mg of methanesulfonic acid 3-[2,6-dichloro-4-(3,3-dichloro-allyloxy)-phenoxy]-propyl ester and 207 mg of potassium carbonate are stirred for 24 hours at 50° C. in 3 ml of dimethylformamide. The reaction mixture is poured onto water and extracted with ethyl acetate. Concentration of the organic phase and purification over silica gel yield the title compound (compound 1.23). Yields the product ClC1=C(OCCCOC2=CC=C(C=C2)C=2SC=C(N2)C)C(=CC(=C1)OCC=C(Cl)Cl)Cl (2-(4-{3-[2,6-dichloro-4-(3,3-dichloro-allyloxy)-phenoxy]-propoxy}-phenyl)-4-methyl-thiazole), compound 1.23. Starting materials: N1C(CCC1)=O (pyrrolidone), ClCCOCCOC(C)O (2-chloroethoxyethoxyethanol), [OH-].[K+] (KOH). Run in C(C)O (ethanol). The product is OCCOCCOCCN1CCCC1 (N-(hydroxyethoxyethoxyethyl)pyrrolidine). Yield: 76.0%. RXN SMILES: [NH:1]1[CH2:5][CH2:4][CH2:3][C:2]1=O.Cl[CH2:8][CH2:9][O:10][CH2:11][CH2:12][O:13][CH:14](O)[CH3:15].[OH-:17].[K+]>C(O)C>[OH:17][CH2:8][CH2:9][O:10][CH2:11][CH2:12][O:13][CH2:14][CH2:15][N:1]1[CH2:5][CH2:4][CH2:3][CH2:2]1 |f:2.3|. Procedure: A total of 295 g of pyrrolidone and 250 g of 2-chloroethoxyethoxyethanol in 750 ml of ethanol was refluxed for 5 hours. The reaction mixture was then treated with 106 g of KOH and refluxed for an additional hour. Filtration and distillation yielded 229 g of N-(hydroxyethoxyethoxyethyl)pyrrolidine (b.p.=145° C. at 3 mm).